The task is: describe an organic reaction: reactants, conditions, products, and yield. This data is from the Open Reaction Database (ORD), a public repository of structured organic reaction records. Reactants: CCOC(C)=O, CSc1cc(Cl)ncn1, [H-], [Na+], CN(C)C=O, O, O=[N+]([O-])c1ccc(O)cc1. The product is CSc1cc(Oc2ccc([N+](=O)[O-])cc2)ncn1. Reaction SMILES: [CH3:27][CH2:28][O:29][C:30](=[O:31])[CH3:32].[Cl:13][c:14]1[n:15][cH:16][n:17][c:18]([S:20][CH3:21])[cH:19]1.[H-:11].[Na+:12].[O:22]=[CH:23][N:24]([CH3:25])[CH3:26].[OH2:33].[OH:1][c:2]1[cH:3][cH:4][c:5]([N+:8]([O-:9])=[O:10])[cH:6][cH:7]1>>[O:1]([c:2]1[cH:3][cH:4][c:5]([N+:8]([O-:9])=[O:10])[cH:6][cH:7]1)[c:14]1[n:15][cH:16][n:17][c:18]([S:20][CH3:21])[cH:19]1. Reactants: C(C)(C)(C)OC(=O)N1CC(C1)OS(=O)(=O)C (1-t-butoxycarbonyl-3-(methanesulfonyloxy)azetidine), [N-]=[N+]=[N-].[Na+] (sodium azide). Solvent: CN(C=O)C (dimethylformamide). Reaction conditions: temperature 90 celsius, time 8 hour. Yields the product N(=[N+]=[N-])C1CN(C1)C(=O)OC(C)(C)C (3-azido-1-(t-butoxycarbonyl)-azetidine). Isolated yield 92.8%. Reaction SMILES: [C:1]([O:5][C:6]([N:8]1[CH2:11][CH:10](OS(C)(=O)=O)[CH2:9]1)=[O:7])([CH3:4])([CH3:3])[CH3:2].[N-:17]=[N+:18]=[N-:19].[Na+]>CN(C)C=O>[N:17]([CH:10]1[CH2:11][N:8]([C:6]([O:5][C:1]([CH3:4])([CH3:3])[CH3:2])=[O:7])[CH2:9]1)=[N+:18]=[N-:19] |f:1.2|. Procedure: To a solution of 1-t-butoxycarbonyl-3-(methanesulfonyloxy)azetidine (4.71 g, 18.7 mmol) (obtained as described in Reference Example 57(1)) in dimethylformamide (140 ml) was added sodium azide (3.65 g, 56.1 mmol), and the mixture was stirred in an oil bath (90° C.) overnight. After checking the completion of the reaction, the reaction mixture was partitioned between ethyl acetate and 10% aqueous sodium chloride solution. The organic layer was washed with saturated aqueous sodium hydrogencarbonate... Procedure: To the solution of 2-(4-{[4-chloro-3-(trifluoromethyl)phenyl]oxy}-3-fluorophenyl)ethanol (4.0 g, 11.95 mmol) and cyanamide (0.603 g, 14.34 mmol) in anhydrous THF (25 mL) was added trifluoromethanesulfonic acid (2.55 mL, 28.7 mmol) at 0° C. The reaction mixture was stirred at 60° C. for 4 h. Purification via a reverse phase Biotage then afforded the title compound as a white solid (1.5 g, 23.82% yield). LCMS: rt=3.68 min, [M+H+]=377 Conditions: temperature 60 celsius, time 4 hour. Starting materials: ClC1=C(C=C(C=C1)OC1=C(C=C(C=C1)CCO)F)C(F)(F)F (2-(4-{[4-chloro-3-(trifluoromethyl)phenyl]oxy}-3-fluorophenyl)ethanol), N#CN (cyanamide), FC(S(=O)(=O)O)(F)F (trifluoromethanesulfonic acid). RXN SMILES: [Cl:1][C:2]1[CH:7]=[CH:6][C:5]([O:8][C:9]2[CH:14]=[CH:13][C:12]([CH2:15][CH2:16][OH:17])=[CH:11][C:10]=2[F:18])=[CH:4][C:3]=1[C:19]([F:22])([F:21])[F:20].[N:23]#[C:24][NH2:25].[F:26][C:27]([F:33])([F:32])[S:28]([OH:31])(=[O:30])=[O:29]>C1COCC1>[OH:31][S:28]([C:27]([F:33])([F:32])[F:26])(=[O:30])=[O:29].[C:24](=[NH:23])([O:17][CH2:16][CH2:15][C:12]1[CH:13]=[CH:14][C:9]([O:8][C:5]2[CH:6]=[CH:7][C:2]([Cl:1])=[C:3]([C:19]([F:22])([F:20])[F:21])[CH:4]=2)=[C:10]([F:18])[CH:11]=1)[NH2:25] |f:4.5|. The solvent is C1CCOC1 (THF). Yield: 23.8%. Yields the product OS(=O)(=O)C(F)(F)F.C(N)(OCCC1=CC(=C(C=C1)OC1=CC(=C(C=C1)Cl)C(F)(F)F)F)=N (2-(4-{[4-Chloro-3-(trifluoromethyl)phenyl]oxy}-3-fluorophenyl)ethyl imidocarbamate triflate).